From a dataset of the Open Reaction Database (ORD), a public repository of structured organic reaction records. describe an organic reaction: reactants, conditions, products, and yield Starting materials: C1OC=2C=C(C=CC2OC1)NC1=NC(=NC=C1F)NC1=CC(=CC=C1)O (N4-(3,4-ethylenedioxyphenyl)-5-fluoro-N2-(3-hydroxyphenyl)-2,4-pyrimidinediamine), ClC1=NC=C(C(=N1)NC1=CC=C(C=C1)OC(C)C)F (2-chloro-5-fluoro-N4-(4-isopropoxyphenyl)-4-pyrimidineamine), NC=1C=CC2=C(CC(O2)C(=O)OC)C1 (5-amino-2,3-dihydro-2-(methoxycarbonyl)benzofuran). Yields the product FC=1C(=NC(=NC1)NC=1C=CC2=C(CC(O2)C(=O)OC)C1)NC1=CC=C(C=C1)OC(C)C (5-fluoro-N2-(2,3-dihydro-2-(methoxycarbonyl)benzofuran-5-yl)-N4-(4-isopropoxyphenyl)-2,4-pyrimidinediamine). RXN SMILES: C1COC2C=CC(NC3C(F)=CN=C(NC4C=CC=C(O)C=4)N=3)=CC=2O1.Cl[C:28]1[N:33]=[C:32]([NH:34][C:35]2[CH:40]=[CH:39][C:38]([O:41][CH:42]([CH3:44])[CH3:43])=[CH:37][CH:36]=2)[C:31]([F:45])=[CH:30][N:29]=1.[NH2:46][C:47]1[CH:48]=[CH:49][C:50]2[O:54][CH:53]([C:55]([O:57][CH3:58])=[O:56])[CH2:52][C:51]=2[CH:59]=1>>[F:45][C:31]1[C:32]([NH:34][C:35]2[CH:40]=[CH:39][C:38]([O:41][CH:42]([CH3:44])[CH3:43])=[CH:37][CH:36]=2)=[N:33][C:28]([NH:46][C:47]2[CH:48]=[CH:49][C:50]3[O:54][CH:53]([C:55]([O:57][CH3:58])=[O:56])[CH2:52][C:51]=3[CH:59]=2)=[N:29][CH:30]=1. Reported procedure: In a manner similar to the preparation of N4-(3,4-ethylenedioxyphenyl)-5-fluoro-N2-(3-hydroxyphenyl)-2,4-pyrimidinediamine, 2-chloro-5-fluoro-N4-(4-isopropoxyphenyl)-4-pyrimidineamine and 5-amino-2,3-dihydro-2-(methoxycarbonyl)benzofuran were reacted to yield 5-fluoro-N2-(2,3-dihydro-2-(methoxycarbonyl)benzofuran-5-yl)-N4-(4-isopropoxyphenyl)-2,4-pyrimidinediamine. 1H NMR (CDCl3): δ 7.87 (d, 1H, J=3.0 Hz), 7.47–7.42 (m, 3H), 7.12 (dd, 1H, J=2.4 and 8.4 Hz), 6.87 (d, 2H, J=9.6 Hz), 6.80 (d, 1H, J... The reactants are [O-][Si](=O)[O-].[Mg+2] (Florisil), ethyl imidate, CC1C(NCC1)=O (3-methyl-2-pyrrolidone), C(C)O (ethanol), [N+](=O)([O-])C (nitromethane). Solvent: C(C)(=O)OCC (ethyl acetate). Yields the product CC1C(NCC1)=C[N+](=O)[O-] (3-methyl-2-(nitromethylene)pyrrolidine). Reaction SMILES: [CH3:1][CH:2]1[CH2:6][CH2:5][NH:4][C:3]1=O.C(O)C.[O-][Si]([O-])=O.[Mg+2].[N+:16]([CH3:19])([O-:18])=[O:17]>C(OCC)(=O)C>[CH3:1][CH:2]1[CH2:6][CH2:5][NH:4][C:3]1=[CH:19][N+:16]([O-:18])=[O:17] |f:2.3|. Reported procedure: A solution of 12.7 grams (0.10 mole) of the ethyl imidate of 3-methyl-2-pyrrolidone in 30 milliliters of nitromethane was refluxed for four days with occasional distillation of ethanol by-product to bring the reflux temperature back to 100°C. Excess nitromethane (and ethanol present) then was evaporated under reduced pressure to give a dark oily residue. The residue was dissolved in ethyl acetate and passed through a Florisil column. Evaporation of the solvent from the filtrate left a crystallin... Starting materials: CC(C)c1cccc(C(C)C)c1N=C=O, CCOC(C)=O, NC1CCOc2ccccc2C1. Yields the product CC(C)c1cccc(C(C)C)c1NC(=O)NC1CCOc2ccccc2C1. RXN SMILES: [CH3:13][CH:14]([CH3:15])[c:16]1[c:17]([N:25]=[C:26]=[O:27])[c:18]([CH:22]([CH3:23])[CH3:24])[cH:19][cH:20][cH:21]1.[CH3:28][CH2:29][O:30][C:31](=[O:32])[CH3:33].[O:1]1[CH2:2][CH2:3][CH:4]([NH2:12])[CH2:5][c:6]2[c:7]1[cH:8][cH:9][cH:10][cH:11]2>>[O:1]1[CH2:2][CH2:3][CH:4]([NH:12][C:26]([NH:25][c:17]2[c:16]([CH:14]([CH3:13])[CH3:15])[cH:21][cH:20][cH:19][c:18]2[CH:22]([CH3:23])[CH3:24])=[O:27])[CH2:5][c:6]2[c:7]1[cH:8][cH:9][cH:10][cH:11]2. Reactants: ice water, ClC=1C=C(C=C(C1)Cl)/C(=C/C(=NO)C=1C=C2CCC(C2=CC1)NC(CC(C)OC)=O)/C(F)(F)F (N-[5-{(Z)-3-(3,5-dichlorophenyl)-4,4,4-trifluoro-1-hydroxyimino-2-butenyl}-indane-1-yl]-3-methoxybutyric acid amide), COCCl (chloromethyl methyl ether), [H-].[Na+] (sodium hydride). Run in O1CCCC1 (tetrahydrofuran). Conditions: time 30 minute. Yields the product ClC=1C=C(C=C(C1)Cl)/C(=C/C(=NOCOC)C=1C=C2CCC(C2=CC1)NC(CC(C)OC)=O)/C(F)(F)F (N-[5-{(Z)-3-(3,5-dichlorophenyl)-4,4,4-trifluoro-1-methoxymethoxyimino-2-butenyl}-indane-1-yl]-3-methoxybutyric acid amide). The yield is 55.3%. RXN SMILES: [Cl:1][C:2]1[CH:3]=[C:4](/[C:9](/[C:31]([F:34])([F:33])[F:32])=[CH:10]/[C:11]([C:14]2[CH:15]=[C:16]3[C:20](=[CH:21][CH:22]=2)[CH:19]([NH:23][C:24](=[O:30])[CH2:25][CH:26]([O:28][CH3:29])[CH3:27])[CH2:18][CH2:17]3)=[N:12][OH:13])[CH:5]=[C:6]([Cl:8])[CH:7]=1.[H-].[Na+].[CH3:37][O:38][CH2:39]Cl>O1CCCC1>[Cl:1][C:2]1[CH:3]=[C:4](/[C:9](/[C:31]([F:34])([F:32])[F:33])=[CH:10]/[C:11]([C:14]2[CH:15]=[C:16]3[C:20](=[CH:21][CH:22]=2)[CH:19]([NH:23][C:24](=[O:30])[CH2:25][CH:26]([O:28][CH3:29])[CH3:27])[CH2:18][CH2:17]3)=[N:12][O:13][CH2:37][O:38][CH3:39])[CH:5]=[C:6]([Cl:8])[CH:7]=1 |f:1.2|. Procedure: 0.5 g of N-[5-{(Z)-3-(3,5-dichlorophenyl)-4,4,4-trifluoro-1-hydroxyimino-2-butenyl}-indane-1-yl]-3-methoxybutyric acid amide was dissolved in 10 ml of tetrahydrofuran, and 0.08 g of 60% sodium hydride was added to the resulting solution under ice-cold conditions, followed by stirring for 30 minutes at room temperature. The temperature was cooled again, and 0.1 g of chloromethyl methyl ether was added to the resulting solution, followed by stirring for one night at room temperature. The reaction ... The reactants are CN(C1=CC=CC=C1)C (N,N-dimethylaniline), C(C)(=O)OCC1=NN2C(N=C(C=C2O)COC(C)=O)=N1 (2,5-bis(acetoxymethyl)-7-hydroxy-s-triazolo[1,5-a]pyrimidine), C(Cl)(Cl)Cl (chloroform). The solvent is P(=O)(Cl)(Cl)Cl (phosphorus oxychloride). Reaction conditions: temperature 50 celsius, time 1.5 hour. Product: ClC1=CC(=NC=2N1N=C(N2)COC(C)=O)COC(C)=O (7-chloro-2,5-bis(acetoxymethyl)-s-triazolo[1,5-a]pyrimidine). As a reaction SMILES: CN(C)C1C=CC=CC=1.[C:10]([O:13][CH2:14][C:15]1[N:29]=[C:18]2[N:19]=[C:20]([CH2:24][O:25][C:26](=[O:28])[CH3:27])[CH:21]=[C:22](O)[N:17]2[N:16]=1)(=[O:12])[CH3:11].C(Cl)(Cl)[Cl:31]>P(Cl)(Cl)(Cl)=O>[Cl:31][C:22]1[N:17]2[N:16]=[C:15]([CH2:14][O:13][C:10](=[O:12])[CH3:11])[N:29]=[C:18]2[N:19]=[C:20]([CH2:24][O:25][C:26](=[O:28])[CH3:27])[CH:21]=1. Procedure details: In 300 ml of phosphorus oxychloride was added dropwise 28 ml of N,N-dimethylaniline, and 30.5 g of 2,5-bis(acetoxymethyl)-7-hydroxy-s-triazolo[1,5-a]pyrimidine was added to the mixture and the mixture was stirred at 50° C. for 1.5 hours. An oily residue obtained by removing phosphorus oxychloride was dissolved in 500 ml of chloroform and ice-cooled. After addition of crushed ice and water to the mixture and stirring thereof, a chloroform layer was separated, washed with water and dried over anhy... Solvent: C(C)(=O)OCC (ethyl acetate). Reactants: [OH-].[Na+] (Sodium hydroxide), CC(C)O (2-propanol), FC1=CC=C(NC2=C(C(=O)OC)C=CC(=C2)SC2=CC=CC=C2)C=C1 (methyl 2-(4-fluoroanilino)-4-(phenylthio)benzoate), Cl (hydrochloric acid). The product is FC1=CC=C(NC2=C(C(=O)O)C=CC(=C2)SC2=CC=CC=C2)C=C1 (2-(4-fluoroanilino)-4-(phenylthio)benzoic acid). Reaction SMILES: [OH-].[Na+].CC(O)C.[F:7][C:8]1[CH:31]=[CH:30][C:11]([NH:12][C:13]2[CH:22]=[C:21]([S:23][C:24]3[CH:29]=[CH:28][CH:27]=[CH:26][CH:25]=3)[CH:20]=[CH:19][C:14]=2[C:15]([O:17]C)=[O:16])=[CH:10][CH:9]=1.Cl>C(OCC)(=O)C>[F:7][C:8]1[CH:31]=[CH:30][C:11]([NH:12][C:13]2[CH:22]=[C:21]([S:23][C:24]3[CH:29]=[CH:28][CH:27]=[CH:26][CH:25]=3)[CH:20]=[CH:19][C:14]=2[C:15]([OH:17])=[O:16])=[CH:10][CH:9]=1 |f:0.1|. Reported procedure: 10% Sodium hydroxide aqueous solution 1.0 mL was added to a suspension of 2-propanol 2.0 mL of methyl 2-(4-fluoroanilino)-4-(phenylthio)benzoate 0.21 g at room temperature, and it was heated and refluxed for 2 hours. After the reaction mixture was cooled to room temperature, 1.0 mol/L hydrochloric acid and ethyl acetate were added to it. The organic layer was separated and collected,dried over anhydrous magnesium sulfate, the solvent was removed under reduced pressure to give 2-(4-fluoroanilino)... The yield is 79.3%.